Dataset: the Open Reaction Database (ORD), a public repository of structured organic reaction records. Task: describe an organic reaction: reactants, conditions, products, and yield Reactants: C(=O)C1=C(C(=C(S1)C(=O)O)C)C (5-formyl-3,4-dimethyl-thiophene-2-carboxylic acid), C(C)C1=C(C(=CC(=C1)C(NO)=N)C)CCC(=O)O (3-[2-ethyl-4-(N-hydroxycarbamimidoyl)-6-methyl-phenyl]-propionic acid). The product is C(C)C1=C(C(=CC(=C1)C1=NOC(=N1)C=1SC(=C(C1C)C)C=O)C)CCC(=O)O (3-(2-Ethyl-4-[5-(5-formyl-3,4-dimethyl-thiophen-2-yl)-[1,2,4]oxadiazol-3-yl]-6-methyl-phenyl}-propionic acid). Reaction SMILES: [CH:1]([C:3]1[S:7][C:6]([C:8]([OH:10])=O)=[C:5]([CH3:11])[C:4]=1[CH3:12])=[O:2].[CH2:13]([C:15]1[CH:20]=[C:19]([C:21](=[NH:24])[NH:22]O)[CH:18]=[C:17]([CH3:25])[C:16]=1[CH2:26][CH2:27][C:28]([OH:30])=[O:29])[CH3:14]>>[CH2:13]([C:15]1[CH:20]=[C:19]([C:21]2[N:22]=[C:8]([C:6]3[S:7][C:3]([CH:1]=[O:2])=[C:4]([CH3:12])[C:5]=3[CH3:11])[O:10][N:24]=2)[CH:18]=[C:17]([CH3:25])[C:16]=1[CH2:26][CH2:27][C:28]([OH:30])=[O:29])[CH3:14]. Procedure details: The title compound is prepared according to Method A starting from 5-formyl-3,4-dimethyl-thiophene-2-carboxylic acid and 3-[2-ethyl-4-(N-hydroxycarbamimidoyl)-6-methyl-phenyl]-propionic acid; LC-MS: tR=1.08 min; [M+1]+=399.05. The reactants are COC(=O)C1=NC(=CC=C1Br)COC (3-bromo-6-methoxymethyl-pyridine-2-carboxylic acid methyl ester), C(N)(OC(C)(C)C)=O (tert-butyl carbamate), C([O-])([O-])=O.[Cs+].[Cs+] (cesium carbonate). Reagents/catalysts: C=1C=CC(=CC1)/C=C/C(=O)/C=C/C2=CC=CC=C2.C=1C=CC(=CC1)/C=C/C(=O)/C=C/C2=CC=CC=C2.C=1C=CC(=CC1)/C=C/C(=O)/C=C/C2=CC=CC=C2.[Pd].[Pd] (Pd2(dba)3), CC1(C2=C(C(=CC=C2)P(C3=CC=CC=C3)C4=CC=CC=C4)OC5=C(C=CC=C51)P(C6=CC=CC=C6)C7=CC=CC=C7)C (Xantphos). Run in O1CCOCC1 (dioxane). Run at temperature 100 celsius. Product: C(C)(C)(C)OC(=O)NC=1C(=NC(=CC1)COC)C(=O)OC (Methyl 3-(tert-butoxycarbonylamino)-6-(methoxymethyl)picolinate). Isolated yield 56.2%. As a reaction SMILES: [CH3:1][O:2][C:3]([C:5]1[C:10](Br)=[CH:9][CH:8]=[C:7]([CH2:12][O:13][CH3:14])[N:6]=1)=[O:4].[C:15](=[O:22])([O:17][C:18]([CH3:21])([CH3:20])[CH3:19])[NH2:16].C(=O)([O-])[O-].[Cs+].[Cs+]>O1CCOCC1.C1C=CC(/C=C/C(/C=C/C2C=CC=CC=2)=O)=CC=1.C1C=CC(/C=C/C(/C=C/C2C=CC=CC=2)=O)=CC=1.C1C=CC(/C=C/C(/C=C/C2C=CC=CC=2)=O)=CC=1.[Pd].[Pd].CC1(C)C2C(=C(P(C3C=CC=CC=3)C3C=CC=CC=3)C=CC=2)OC2C(P(C3C=CC=CC=3)C3C=CC=CC=3)=CC=CC1=2>[C:18]([O:17][C:15]([NH:16][C:10]1[C:5]([C:3]([O:2][CH3:1])=[O:4])=[N:6][C:7]([CH2:12][O:13][CH3:14])=[CH:8][CH:9]=1)=[O:22])([CH3:21])([CH3:20])[CH3:19] |f:2.3.4,6.7.8.9.10|. Procedure details: To a stirred solution of 3-bromo-6-methoxymethyl-pyridine-2-carboxylic acid methyl ester (933 mg, 3.59 mmol; intermediate A-3, step 6) and tert-butyl carbamate (504 mg, 4.3 mmol) at r.t. in dioxane (15 ml) under an argon atmosphere were added cesium carbonate (1.64 g, 5.02 mmol), Pd2(dba)3 (65.7 mg, 71.7 μmol) and Xantphos (62.3 mg, 108 μmol; CAS 161265-03-8). The mixture was degassed under vacuum and flushed with argon, then heated to 100° C. overnight. The mixture was cooled to r.t., diluted w... Reactants: COC(CCC1=CC(=CC=C1)CNCC1=CC=C(C=C1)N1N=CC=C1)=O (3-{3-[(4-pyrazol-1-yl-benzylamino)-methyl]-phenyl}-propionic acid methyl ester), S1C(=NC=C1)S(=O)(=O)Cl (thiazole-2-sulfonyl chloride). Solvent: C(C)N(CC)CC (triethylamine). The product is COC(CCC1=CC(=CC=C1)CN(S(=O)(=O)C=1SC=CN1)CC1=CC=C(C=C1)N1N=CC=C1)=O (3-(3-{[(4-Pyrazol-1-yl-benzyl)-(thiazole-2-sulfonyl)-amino]-methyl}-phenyl)-propionic acid methyl ester). Reaction SMILES: [CH3:1][O:2][C:3](=[O:26])[CH2:4][CH2:5][C:6]1[CH:11]=[CH:10][CH:9]=[C:8]([CH2:12][NH:13][CH2:14][C:15]2[CH:20]=[CH:19][C:18]([N:21]3[CH:25]=[CH:24][CH:23]=[N:22]3)=[CH:17][CH:16]=2)[CH:7]=1.[S:27]1[CH:31]=[CH:30][N:29]=[C:28]1[S:32](Cl)(=[O:34])=[O:33]>C(N(CC)CC)C>[CH3:1][O:2][C:3](=[O:26])[CH2:4][CH2:5][C:6]1[CH:11]=[CH:10][CH:9]=[C:8]([CH2:12][N:13]([CH2:14][C:15]2[CH:20]=[CH:19][C:18]([N:21]3[CH:25]=[CH:24][CH:23]=[N:22]3)=[CH:17][CH:16]=2)[S:32]([C:28]2[S:27][CH:31]=[CH:30][N:29]=2)(=[O:34])=[O:33])[CH:7]=1. Procedure: The title compound of Step A was prepared following the method described in Step A of Example 1 from 3-{3-[(4-pyrazol-1-yl-benzylamino)-methyl]-phenyl}-propionic acid methyl ester, prepared in Step A of Example 11 h, and thiazole-2-sulfonyl chloride using triethylamine in place of N,N-diisopropylethylamine. 1H NMR (400 MHz, CDCl3) δ 7.95 (d, 1H), 7.88 (d, 1H), 7.69 (d, 1H), 7.60 (d, 1H), 7.54 (d, 2H), 7.19-7.12 (m, 3H), 7.04 (m, 1H), 6.93 (m, 2H), 6.44 (m, 1H), 4.49 (s, 2H), 4.46 (s, 2H), 3.64 (... Starting materials: COC(\C=C/C=C/[C@H]([C@H](C[C@@H](\C=C/[C@@H]([C@@H]([C@H](C[C@H](CC[C@H]([C@@H]([C@H]([C@H](\C=C/C=C)C)O)C)O[Si](C)(C)C(C)(C)C)C)C)O[Si](C)(C)C(C)(C)C)C)O[Si](C)(C)C(C)(C)C)O[Si](C)(C)C(C)(C)C)C)=O ((2Z,4E,6R,7S,9S,10Z,12S,13R,14S,16S,19R,20R,21S,22S,23Z)-Methyl-7,9,13,19-tetrakis(tert-butyldimethylsilyloxy)-21-hydroxy-6,12,14,16,20,22-hexamethylhexacosa-2,4,10,23,25-pentaenoate), [OH-].[K+] (KOH). The solvent is CCO.C1CCOC1 (EtOH THF). The product is [Si](C)(C)(C(C)(C)C)O[C@H]([C@@H](/C=C/C=C\C(=O)O)C)C[C@@H](\C=C/[C@@H]([C@@H]([C@H](C[C@H](CC[C@H]([C@@H]([C@H]([C@H](\C=C/C=C)C)O)C)O[Si](C)(C)C(C)(C)C)C)C)O[Si](C)(C)C(C)(C)C)C)O[Si](C)(C)C(C)(C)C ((2Z,4E,6R,7S,9S,10Z,12S,13R,14S,16S,19R,20R,21S,22S,23Z)-7,9,13,19-tetrakis(tert-Butyldimethylsilyloxy)-21-hydroxy-6,12,14,16,20,22-hexamethylhexacosa-2,4,10,23,25-pentaenoic acid). RXN SMILES: C[O:2][C:3](=[O:68])/[CH:4]=[CH:5]\[CH:6]=[CH:7]\[C@@H:8]([CH3:67])[C@@H:9]([O:59][Si:60]([C:63]([CH3:66])([CH3:65])[CH3:64])([CH3:62])[CH3:61])[CH2:10][C@H:11]([O:51][Si:52]([C:55]([CH3:58])([CH3:57])[CH3:56])([CH3:54])[CH3:53])/[CH:12]=[CH:13]\[C@H:14]([CH3:50])[C@H:15]([O:42][Si:43]([C:46]([CH3:49])([CH3:48])[CH3:47])([CH3:45])[CH3:44])[C@@H:16]([CH3:41])[CH2:17][C@@H:18]([CH3:40])[CH2:19][CH2:20][C@@H:21]([O:32][Si:33]([C:36]([CH3:39])([CH3:38])[CH3:37])([CH3:35])[CH3:34])[C@H:22]([CH3:31])[C@@H:23]([OH:30])[C@@H:24]([CH3:29])/[CH:25]=[CH:26]\[CH:27]=[CH2:28].[OH-].[K+]>CCO.C1COCC1>[Si:60]([O:59][C@@H:9]([CH2:10][C@H:11]([O:51][Si:52]([C:55]([CH3:58])([CH3:57])[CH3:56])([CH3:53])[CH3:54])/[CH:12]=[CH:13]\[C@H:14]([CH3:50])[C@H:15]([O:42][Si:43]([C:46]([CH3:49])([CH3:48])[CH3:47])([CH3:44])[CH3:45])[C@@H:16]([CH3:41])[CH2:17][C@@H:18]([CH3:40])[CH2:19][CH2:20][C@@H:21]([O:32][Si:33]([C:36]([CH3:37])([CH3:38])[CH3:39])([CH3:35])[CH3:34])[C@H:22]([CH3:31])[C@@H:23]([OH:30])[C@@H:24]([CH3:29])/[CH:25]=[CH:26]\[CH:27]=[CH2:28])[C@H:8]([CH3:67])/[CH:7]=[CH:6]/[CH:5]=[CH:4]\[C:3]([OH:68])=[O:2])([C:63]([CH3:64])([CH3:65])[CH3:66])([CH3:62])[CH3:61] |f:1.2,3.4|. Procedure details: A stirred solution of alcohol 47 (25 mg, 24 μmol) in 3.4 mL of 12:5 EtOH/THF was treated with 1N aqueous KOH (0.24 mL) and the mixture was refluxed gently for 3 h. The ethanolic solution was concentrated and then diluted with Et2O (4 mL). After the solution was acidified to pH3 with 1N aqueous HCl, the organic phase was separated and aqueous phase was extracted with Et2O (2×5 mL). The combined organic phase was dried with MgSO4, filtered, concentrated and the residue was used without further pur...